Dataset: the Open Reaction Database (ORD), a public repository of structured organic reaction records. Task: describe an organic reaction: reactants, conditions, products, and yield The reactants are CC(=O)O[BH-](OC(C)=O)OC(C)=O, O=C1CC2CCC(C1)N2Cc1ccccc1, CC(=O)O, Cc1c(N)ccc2c1cnn2C1CCCCO1, ClCCCl, [Na+], [Na+], O=C([O-])O. Yields the product Cc1c(NC2CC3CCC(C2)N3Cc2ccccc2)ccc2c1cnn2C1CCCCO1. RXN SMILES: [C:1]([O:2][BH-:3]([O:4][C:5](=[O:6])[CH3:7])[O:8][C:9](=[O:10])[CH3:11])(=[O:12])[CH3:13].[CH2:36]([c:37]1[cH:38][cH:39][cH:40][cH:41][cH:42]1)[N:43]1[CH:44]2[CH2:45][C:46](=[O:51])[CH2:47][CH:48]1[CH2:49][CH2:50]2.[CH3:15][C:16](=[O:17])[OH:18].[CH3:19][c:20]1[c:21]2[cH:22][n:23][n:24]([CH:30]3[O:31][CH2:32][CH2:33][CH2:34][CH2:35]3)[c:25]2[cH:26][cH:27][c:28]1[NH2:29].[Cl:57][CH2:58][CH2:59][Cl:60].[Na+:14].[Na+:52].[OH:53][C:54](=[O:55])[O-:56]>>[CH3:19][c:20]1[c:21]2[cH:22][n:23][n:24]([CH:30]3[O:31][CH2:32][CH2:33][CH2:34][CH2:35]3)[c:25]2[cH:26][cH:27][c:28]1[NH:29][CH:46]1[CH2:45][CH:44]2[N:43]([CH2:36][c:37]3[cH:38][cH:39][cH:40][cH:41][cH:42]3)[CH:48]([CH2:47]1)[CH2:49][CH2:50]2. Reaction SMILES: [NH2:1][C:2]1[CH:7]=[C:6]([Cl:8])[C:5]([OH:9])=[C:4]([Cl:10])[CH:3]=1.CN(C)C1C=CC=CC=1.[C:20]([C:23]1[CH:31]=[C:27](C(Cl)=O)[C:26]([OH:32])=[C:25](C(=O)C)[C:24]=1[OH:36])(=[O:22])C.Cl.[OH-].[Na+]>CC(C)=O>[Cl:8][C:6]1[CH:7]=[C:2]([CH:3]=[C:4]([Cl:10])[C:5]=1[OH:9])[NH:1][C:20](=[O:22])[C:23]1[CH:31]=[CH:27][C:26]([OH:32])=[CH:25][C:24]=1[OH:36] |f:4.5|. Procedure: 4-Amino-2,6-dichlorophenol (10 g.) and N,N-dimethylaniline (10 ml.) were dissolved in acetone (100 ml.) to which, with stirring and under cooling at 0°-4° C., the acetone solution of diacetyl-β-resorcyloyl chloride was added dropwise. After several hours, the reaction mixture was made acidic with hydrochloric acid, and was subjected to evaporation under reduced pressure until the volume was halved. The resultant solution was added to 1 liter of 4 N hydrochloric acid and allowed to stand in the c... Starting materials: NC1=CC(=C(C(=C1)Cl)O)Cl (4-Amino-2,6-dichlorophenol), CN(C1=CC=CC=C1)C (N,N-dimethylaniline), Cl (hydrochloric acid), [OH-].[Na+] (sodium hydroxide), C(C)(=O)C1=C(C(=C(C(C(=O)Cl)=C1)O)C(C)=O)O (diacetyl-β-resorcyloyl chloride), Cl (hydrochloric acid). The solvent is CC(=O)C (acetone), CC(=O)C (acetone), CC(=O)C (acetone), CC(=O)C (acetone). Isolated yield 84.8%. The product is ClC=1C=C(NC(C2=C(C=C(C=C2)O)O)=O)C=C(C1O)Cl (3',5'-dichloro-2,4,4'- trihydroxybenzanilide). The reactants are CCOC(=O)C1CCN(c2ccc(NC(=O)c3ccccc3-c3ccc(C(F)(F)F)cc3)c(C(=O)N(C)C)c2)CC1, CO, [Na+], [OH-]. Product: CN(C)C(=O)c1cc(N2CCC(C(=O)O)CC2)ccc1NC(=O)c1ccccc1-c1ccc(C(F)(F)F)cc1. RXN SMILES: [CH2:1]([CH3:2])[O:3][C:4](=[O:5])[CH:6]1[CH2:7][CH2:8][N:9]([c:12]2[cH:13][c:14]([C:37]([N:38]([CH3:39])[CH3:40])=[O:41])[c:15]([NH:18][C:19](=[O:20])[c:21]3[c:22](-[c:27]4[cH:28][cH:29][c:30]([C:33]([F:34])([F:35])[F:36])[cH:31][cH:32]4)[cH:23][cH:24][cH:25][cH:26]3)[cH:16][cH:17]2)[CH2:10][CH2:11]1.[CH3:44][OH:45].[Na+:43].[OH-:42]>>[O:3]=[C:4]([OH:5])[CH:6]1[CH2:7][CH2:8][N:9]([c:12]2[cH:13][c:14]([C:37]([N:38]([CH3:39])[CH3:40])=[O:41])[c:15]([NH:18][C:19](=[O:20])[c:21]3[c:22](-[c:27]4[cH:28][cH:29][c:30]([C:33]([F:34])([F:35])[F:36])[cH:31][cH:32]4)[cH:23][cH:24][cH:25][cH:26]3)[cH:16][cH:17]2)[CH2:10][CH2:11]1. Reactants: C(=O)(C(F)(F)F)O (TFA), FC(C(=O)O)(F)F.NN=CNC=1C=C(C=CC1)C(=O)NC1=CC=C(C=C1)C(CC(=O)OC(C)(C)C)C(=O)NCC(=O)OCC (1,1-dimethylethyl 4-[[[3-[(aminoiminomethyl)amino]phenyl]carbonyl]-amino]-β-[[[(ethoxycarbonyl)methyl]amino]-carbonyl]benzenepropanoate, trifluoroacetate Salt), [OH-].[Li+] (lithium hydroxide). The solvent is C(Cl)Cl (methylene chloride). Conditions: temperature 25 celsius. Product: FC(C(=O)O)(F)F.NN=CNC=1C=C(C=CC1)C(=O)NC1=CC=C(C=C1)C(CC(=O)O)C(=O)NCC(=O)O (4-[[[3-[(aminoiminomethyl)amino]phenyl]-carbonyl]amino]-beta-[[(carboxymethyl)amino]carbonyl]-benzenepropanoic Acid, trifluoroacetate Salt). Isolated yield 104.0%. Reaction SMILES: [F:1][C:2]([F:7])([F:6])[C:3]([OH:5])=[O:4].[NH2:8][N:9]=[CH:10][NH:11][C:12]1[CH:13]=[C:14]([C:18]([NH:20][C:21]2[CH:26]=[CH:25][C:24]([CH:27]([C:36]([NH:38][CH2:39][C:40]([O:42]CC)=[O:41])=[O:37])[CH2:28][C:29]([O:31]C(C)(C)C)=[O:30])=[CH:23][CH:22]=2)=[O:19])[CH:15]=[CH:16][CH:17]=1.C(O)(C(F)(F)F)=O.[OH-].[Li+]>C(Cl)Cl>[F:1][C:2]([F:7])([F:6])[C:3]([OH:5])=[O:4].[NH2:8][N:9]=[CH:10][NH:11][C:12]1[CH:13]=[C:14]([C:18]([NH:20][C:21]2[CH:22]=[CH:23][C:24]([CH:27]([C:36]([NH:38][CH2:39][C:40]([OH:42])=[O:41])=[O:37])[CH2:28][C:29]([OH:31])=[O:30])=[CH:25][CH:26]=2)=[O:19])[CH:15]=[CH:16][CH:17]=1 |f:0.1,3.4,6.7|. Procedure: The compound of Example 72 (500 mg) was added to methylene chloride (5 mL) followed by the addition of TFA (2 mL). The reaction was monitored by HPLC. After the reaction was complete the product was freeze dried. The product was added to water/aceonitrile 1:1 (50 mL), followed by the addition of lithium hydroxide (100 mg, 0.4 mmol). The reaction was stirred at 25° C., and monitored by HPLC. After complete hydrolysis the product was extracted with ethyl acetate and dried over Na2SO4 to give a yel...